Dataset: the Open Reaction Database (ORD), a public repository of structured organic reaction records. Task: describe an organic reaction: reactants, conditions, products, and yield Procedure: FIGS. 17 and 18 disclose a procedure for synthesizing futoenone and futoenone derivative compounds. Benzyl bromide (BnBr) is used to protect isovanillin (201) by reaction using phase transfer conditions to yield 3-benzyloxy-4-methoxybenzaldehyde (202). Oxidation of 3-benzyloxy-4-methoxybenzaldehyde (202) with m-chloroperbenzoic acid followed by hydrolysis in refluxing methanol yields 3-benzyloxy-4-methoxyphenol (203). The phenol is placed in toluene and the suspension is treated with n-butyl-lit... Reaction SMILES: C[C@H]1[C@@]23C(O[C@H](C2)C[C@@H]1C1C=CC2OCOC=2C=1)=CC(=O)C(OC)=C3.[CH2:26](Br)[C:27]1[CH:32]=[CH:31][CH:30]=[CH:29][CH:28]=1.[O:34]=[CH:35][C:36]1[CH:44]=[CH:43][C:40]([O:41][CH3:42])=[C:38]([OH:39])[CH:37]=1>>[CH2:26]([O:39][C:38]1[CH:37]=[C:36]([CH:44]=[CH:43][C:40]=1[O:41][CH3:42])[CH:35]=[O:34])[C:27]1[CH:32]=[CH:31][CH:30]=[CH:29][CH:28]=1. The product is C(C1=CC=CC=C1)OC=1C=C(C=O)C=CC1OC (3-benzyloxy-4-methoxybenzaldehyde). Starting materials: O=CC1=CC(O)=C(OC)C=C1 (isovanillin), C[C@@H]1[C@H](C[C@H]2C[C@@]13C=C(C(=O)C=C3O2)OC)C=4C=CC5=C(C4)OCO5 (futoenone), C[C@@H]1[C@H](C[C@H]2C[C@@]13C=C(C(=O)C=C3O2)OC)C=4C=CC5=C(C4)OCO5 (futoenone), C(C1=CC=CC=C1)Br (Benzyl bromide). Reactants: BrC1=C(C=C(N)C=C1)C (4-bromo-3-methyl-aniline), C1(CC1)C1=C(C=NO1)C(=O)O (5-cyclopropylisoxazole-4-carboxylic acid), S(=O)(Cl)Cl (thionyl chloride), acid chloride, N1=CC=CC=C1 (pyridine). The solvent is ClCCl (dichloromethane), C(Cl)Cl (CH2Cl2), CO (MeOH), ClCCl (dichloromethane). Conditions: temperature 0 celsius. Yields the product C1(CC1)C1=C(C=NO1)C(=O)NC1=CC(=C(C=C1)Br)C (5-cyclopropyl-N-(4-bromo-3-methylphenyl)-isoxazole-4-carboxamide). Reaction SMILES: [CH:1]1([C:4]2[O:8][N:7]=[CH:6][C:5]=2[C:9]([OH:11])=O)[CH2:3][CH2:2]1.S(Cl)(Cl)=O.[Br:16][C:17]1[CH:23]=[CH:22][C:20]([NH2:21])=[CH:19][C:18]=1[CH3:24].N1C=CC=CC=1>ClCCl.CO>[CH:1]1([C:4]2[O:8][N:7]=[CH:6][C:5]=2[C:9]([NH:21][C:20]2[CH:22]=[CH:23][C:17]([Br:16])=[C:18]([CH3:24])[CH:19]=2)=[O:11])[CH2:2][CH2:3]1. Reported procedure: 3.33 g (21.7 mmol) of 5-cyclopropylisoxazole-4-carboxylic acid and 25 ml of thionyl chloride were refluxed for 90 minutes and after the thionyl chloride was evaporated in vacuo, the residue was azeotroped twice with toluene. 4.0 g (21.7 mmol) of 4-bromo-3-methyl-aniline were dissolved in 125 ml of dry dichloromethane, cooled to 0° C. and the acid chloride and 2.4 g (30 mmol) of pyridine each dissolved in 10 ml of dichloromethane, were added dropwise simultaneously. After stirring for thirty minu... Reactants: O=C1CCC(=O)N1Br, O=C([O-])O, ClCCl, CCOC(C)=O, CC(C)n1cc(C(=O)O)c2ccc(Cl)cc21, Nc1ccc(Cl)cn1, [Na+], O, c1ccc(P(c2ccccc2)c2ccccc2)cc1. Yields the product CC(C)n1cc(C(=O)Nc2ccc(Cl)cn2)c2ccc(Cl)cc21. As a reaction SMILES: [Br:20][N:21]1[C:22](=[O:23])[CH2:24][CH2:25][C:26]1=[O:27].[C:52](=[O:53])([OH:54])[O-:55].[CH2:57]([Cl:58])[Cl:59].[CH3:61][CH2:62][O:63][C:64](=[O:65])[CH3:66].[Cl:28][c:29]1[cH:30][cH:31][c:32]2[c:33]([C:41](=[O:42])[OH:43])[cH:34][n:35]([CH:38]([CH3:39])[CH3:40])[c:36]2[cH:37]1.[NH2:44][c:45]1[n:46][cH:47][c:48]([Cl:51])[cH:49][cH:50]1.[Na+:56].[OH2:60].[c:1]1([P:2]([c:3]2[cH:4][cH:5][cH:6][cH:7][cH:8]2)[c:9]2[cH:10][cH:11][cH:12][cH:13][cH:14]2)[cH:15][cH:16][cH:17][cH:18][cH:19]1>>[Cl:28][c:29]1[cH:30][cH:31][c:32]2[c:33]([C:41](=[O:43])[NH:44][c:45]3[n:46][cH:47][c:48]([Cl:51])[cH:49][cH:50]3)[cH:34][n:35]([CH:38]([CH3:39])[CH3:40])[c:36]2[cH:37]1.